From a dataset of the Open Reaction Database (ORD), a public repository of structured organic reaction records. describe an organic reaction: reactants, conditions, products, and yield Starting materials: CC[SiH](CC)CC, COc1ccc(CCCC(=O)c2ccc(OC)cc2)cc1, ClCCl, O, O=C(O)C(F)(F)F. Yields the product COc1ccc(CCCCc2ccc(OC)cc2)cc1. RXN SMILES: [CH2:29]([SiH:30]([CH2:31][CH3:32])[CH2:33][CH3:34])[CH3:35].[CH3:1][O:2][c:3]1[cH:4][cH:5][c:6]([C:9]([CH2:10][CH2:11][CH2:12][c:13]2[cH:14][cH:15][c:16]([O:19][CH3:20])[cH:17][cH:18]2)=[O:21])[cH:7][cH:8]1.[Cl:37][CH2:38][Cl:39].[OH2:36].[OH:22][C:23]([C:24]([F:25])([F:26])[F:27])=[O:28]>>[CH3:1][O:2][c:3]1[cH:4][cH:5][c:6]([CH2:9][CH2:10][CH2:11][CH2:12][c:13]2[cH:14][cH:15][c:16]([O:19][CH3:20])[cH:17][cH:18]2)[cH:7][cH:8]1. The reactants are CCOC(=O)C(C)Br, O=C([O-])[O-], CCOCC, [Cs+], [Cs+], Oc1ccccc1F, CN(C)C=O. As a reaction SMILES: [Br:15][CH:16]([C:17](=[O:18])[O:19][CH2:20][CH3:21])[CH3:22].[C:1](=[O:2])([O-:3])[O-:4].[CH3:28][CH2:29][O:30][CH2:31][CH3:32].[Cs+:5].[Cs+:6].[F:7][c:8]1[c:9]([OH:14])[cH:10][cH:11][cH:12][cH:13]1.[O:23]=[CH:24][N:25]([CH3:26])[CH3:27]>>[F:7][c:8]1[c:9]([O:14][CH:16]([C:17](=[O:18])[O:19][CH2:20][CH3:21])[CH3:22])[cH:10][cH:11][cH:12][cH:13]1. The product is CCOC(=O)C(C)Oc1ccccc1F. The reactants are C(C1=CC=CC=C1)OC1=CC=C(C=C1)CC(=O)NN ((4-benzyloxy-phenyl)-acetic acid hydrazide), CCN=C=NCCCN(C)C (WSC), C=1C=CC2=C(C1)N=NN2O (HOBt), NC1=C(C(=O)O)C=CC(=N1)N (2,6-diamino-nicotinic acid). Run in CN(C)C=O (DMF), O (Water), C(C)N(CC)CC (triethylamine). Run at time 8 hour. Yields the product C(C1=CC=CC=C1)OC1=CC=C(C=C1)CC(=O)NNC(C1=C(N=C(C=C1)N)N)=O (2,6-Diamino-nicotinic acid N'-(2-(4-benzyloxy-phenyl)-acetyl)-hydrazide). The yield is 66.9%. As a reaction SMILES: [CH2:1]([O:8][C:9]1[CH:14]=[CH:13][C:12]([CH2:15][C:16]([NH:18][NH2:19])=[O:17])=[CH:11][CH:10]=1)[C:2]1[CH:7]=[CH:6][CH:5]=[CH:4][CH:3]=1.[NH2:20][C:21]1[N:29]=[C:28]([NH2:30])[CH:27]=[CH:26][C:22]=1[C:23](O)=[O:24].C1C=CC2N(O)N=NC=2C=1.CCN=C=NCCCN(C)C>O.C(N(CC)CC)C.CN(C=O)C>[CH2:1]([O:8][C:9]1[CH:14]=[CH:13][C:12]([CH2:15][C:16]([NH:18][NH:19][C:23](=[O:24])[C:22]2[CH:26]=[CH:27][C:28]([NH2:30])=[N:29][C:21]=2[NH2:20])=[O:17])=[CH:11][CH:10]=1)[C:2]1[CH:7]=[CH:6][CH:5]=[CH:4][CH:3]=1. Reported procedure: To a solution of DMF (1 mL) of (4-benzyloxy-phenyl)-acetic acid hydrazide (46 mg) described in Manufacturing Example 8-1 were added triethylamine (0.10 mL), 2,6-diamino-nicotinic acid (30 mg) described in Manufacturing Example 10-2-4, HOBt (27 mg), and WSC (41 mg), which was stirred overnight at the same temperature. Water was added to the reaction solution, and the precipitated solids were filtered off to obtain the titled compound (47 mg) as a crude form. This compound was used directly as a c...